From a dataset of the Open Reaction Database (ORD), a public repository of structured organic reaction records. describe an organic reaction: reactants, conditions, products, and yield The reactants are CCOC(=O)C(CCC(=O)CC)NC(=O)OC(C)(C)C, ClCCl, O=C(O)C(F)(F)F. Product: CCOC(=O)C1CCC(CC)=N1. Reaction SMILES: [C:1]([O:2][C:3](=[O:5])[NH:8][CH:9]([C:10](=[O:11])[O:12][CH2:13][CH3:14])[CH2:15][CH2:16][C:17](=[O:4])[CH2:18][CH3:19])([CH3:6])([CH3:7])[CH3:20].[Cl:28][CH2:29][Cl:30].[OH:21][C:22]([C:23]([F:24])([F:25])[F:26])=[O:27]>>[N:8]1=[C:17]([CH2:18][CH3:19])[CH2:16][CH2:15][CH:9]1[C:10](=[O:11])[O:12][CH2:13][CH3:14].